From a dataset of the Open Reaction Database (ORD), a public repository of structured organic reaction records. describe an organic reaction: reactants, conditions, products, and yield The reactants are COC(=O)C(=C(C)C)N1C(=O)C(NC(=O)Cc2ccccc2)C1OC(C)=O, CN(C)C=O, [K+], O=[Mn](=O)(=O)[O-], [Na+], [Na+], O, O=S([O-])([O-])=S, c1ccncc1. Yields the product CC(=O)OC1NC(=O)C1NC(=O)Cc1ccccc1. RXN SMILES: [C:1]([CH3:2])(=[O:3])[O:4][CH:5]1[CH:6]([NH:18][C:19]([CH2:20][c:21]2[cH:22][cH:23][cH:24][cH:25][cH:26]2)=[O:27])[C:7](=[O:17])[N:8]1[C:9]([C:10]([O:11][CH3:12])=[O:13])=[C:14]([CH3:15])[CH3:16].[CH3:47][N:48]([CH3:49])[CH:50]=[O:51].[K+:39].[Mn:34]([O-:35])(=[O:36])(=[O:37])=[O:38].[Na+:45].[Na+:46].[OH2:52].[S:40]([O-:41])([O-:42])(=[O:43])=[S:44].[cH:28]1[cH:29][cH:30][n:31][cH:32][cH:33]1>>[C:1]([CH3:2])(=[O:3])[O:4][CH:5]1[CH:6]([NH:18][C:19]([CH2:20][c:21]2[cH:22][cH:23][cH:24][cH:25][cH:26]2)=[O:27])[C:7](=[O:17])[NH:8]1. Starting materials: COC(N)=O, CO, [Cl-], [Cl-], Nc1ccccc1, [Zn+2]. Product: COC(=O)Nc1ccccc1. As a reaction SMILES: [C:8]([NH2:9])([O:10][CH3:11])=[O:12].[CH3:16][OH:17].[Cl-:13].[Cl-:15].[NH2:1][c:2]1[cH:3][cH:4][cH:5][cH:6][cH:7]1.[Zn+2:14]>>[NH:1]([c:2]1[cH:3][cH:4][cH:5][cH:6][cH:7]1)[C:8]([O:10][CH3:11])=[O:12]. Starting materials: C(C)[Zn]CC (diethylzinc), ICI (Diiodomethane), CC1(C=2C=CC(=CC2C(CC1)(C)C)C(=C)C=1C=C(C=CC1)C(=O)OC)C (methyl 3-[1-(5,5,8,8-tetramethyl-5,6,7,8-tetrahydro-2-naphthyl)vinyl]phenylcarboxylate), CCCCCCC (heptane), solution. The solvent is ClCCl (dichloromethane). Conditions: time 15 hour. Yields the product CC1(C=2C=CC(=CC2C(CC1)(C)C)C1(CC1)C=1C=C(C(=O)OC)C=CC1)C (Methyl 3-[1-(5,5,8,8-tetramethyl-5,6,7,8-tetrahydro-2-naphthyl)cyclopropyl]benzoate). RXN SMILES: ICI.[CH3:4][C:5]1([CH3:29])[CH2:14][CH2:13][C:12]([CH3:16])([CH3:15])[C:11]2[CH:10]=[C:9]([C:17]([C:19]3[CH:20]=[C:21]([C:25]([O:27][CH3:28])=[O:26])[CH:22]=[CH:23][CH:24]=3)=[CH2:18])[CH:8]=[CH:7][C:6]1=2.[CH2:30]([Zn]CC)C.CCCCCCC>ClCCl>[CH3:4][C:5]1([CH3:29])[CH2:14][CH2:13][C:12]([CH3:15])([CH3:16])[C:11]2[CH:10]=[C:9]([C:17]3([C:19]4[CH:20]=[C:21]([CH:22]=[CH:23][CH:24]=4)[C:25]([O:27][CH3:28])=[O:26])[CH2:30][CH2:18]3)[CH:8]=[CH:7][C:6]1=2. Reported procedure: Diiodomethane (1.1 ml, 13.7 mmol) is added dropwise, at 60° C., to a mixture of methyl 3-[1-(5,5,8,8-tetramethyl-5,6,7,8-tetrahydro-2-naphthyl)vinyl]phenylcarboxylate (2.2 g, 6.3 mmol) and a 1M solution of diethylzinc in heptane (13 ml, 13 mmol) in dichloromethane (50 ml). The heating is continued for 15 h. The solution is extracted with ethyl acetate. After separation of the phases by settling, the organic phase is washed with 1N HCl solution and then with water, dried over anhydrous magnesium ... The reactants are O=C([O-])[O-], CC(C)(C)OC(=O)N1CC=C(B2OC(C)(C)C(C)(C)O2)CC1, COCCOC, C[Si](C)(C)CCOCN(COCC[Si](C)(C)C)c1cc(Cl)nc2ccnn12, ClCCl, [Na+], [Na+]. Product: CC(C)(C)OC(=O)N1CC=C(c2cc(N(COCC[Si](C)(C)C)COCC[Si](C)(C)C)n3nccc3n2)CC1. Reaction SMILES: [C:53](=[O:54])([O-:55])[O-:56].[CH3:28][C:29]1([CH3:30])[C:31]([CH3:32])([CH3:33])[O:34][B:35]([C:36]2=[CH:37][CH2:38][N:39]([C:42](=[O:43])[O:44][C:45]([CH3:46])([CH3:47])[CH3:48])[CH2:40][CH2:41]2)[O:49]1.[CH3:59][O:60][CH2:61][CH2:62][O:63][CH3:64].[Cl:1][c:2]1[n:3][c:4]2[n:5]([c:6]([N:8]([CH2:9][O:10][CH2:11][CH2:12][Si:13]([CH3:14])([CH3:15])[CH3:16])[CH2:17][O:18][CH2:19][CH2:20][Si:21]([CH3:22])([CH3:23])[CH3:24])[cH:7]1)[n:25][cH:26][cH:27]2.[Cl:50][CH2:51][Cl:52].[Na+:57].[Na+:58]>>[c:2]1([C:36]2=[CH:37][CH2:38][N:39]([C:42](=[O:43])[O:44][C:45]([CH3:46])([CH3:47])[CH3:48])[CH2:40][CH2:41]2)[n:3][c:4]2[n:5]([c:6]([N:8]([CH2:9][O:10][CH2:11][CH2:12][Si:13]([CH3:14])([CH3:15])[CH3:16])[CH2:17][O:18][CH2:19][CH2:20][Si:21]([CH3:22])([CH3:23])[CH3:24])[cH:7]1)[n:25][cH:26][cH:27]2.